This data is from the Open Reaction Database (ORD), a public repository of structured organic reaction records. The task is: describe an organic reaction: reactants, conditions, products, and yield The reactants are O=C(CC(=O)c1ccccc1)c1ccccc1, C=C(P(=O)(OCC)OCC)P(=O)(OCC)OCC, C1CCC2=NCCCN2CC1, C1CCOC1, CCOC(C)=O. Reaction SMILES: [C:19]([c:20]1[cH:21][cH:22][cH:23][cH:24][cH:25]1)(=[O:26])[CH2:27][C:28]([c:29]1[cH:30][cH:31][cH:32][cH:33][cH:34]1)=[O:35].[CH2:1]([CH3:2])[O:3][P:4]([O:5][CH2:6][CH3:7])(=[O:8])[C:9](=[CH2:10])[P:11]([O:12][CH2:13][CH3:14])([O:15][CH2:16][CH3:17])=[O:18].[CH2:36]1[CH2:37][CH2:38][C:39]2=[N:44][CH2:43][CH2:42][CH2:41][N:40]2[CH2:45][CH2:46]1.[CH2:47]1[O:48][CH2:49][CH2:50][CH2:51]1.[CH3:52][CH2:53][O:54][C:55](=[O:56])[CH3:57]>>[CH2:1]([CH3:2])[O:3][P:4]([O:5][CH2:6][CH3:7])(=[O:8])[CH:9]([CH2:10][CH:27]([C:19]([c:20]1[cH:21][cH:22][cH:23][cH:24][cH:25]1)=[O:26])[C:28]([c:29]1[cH:30][cH:31][cH:32][cH:33][cH:34]1)=[O:35])[P:11]([O:12][CH2:13][CH3:14])([O:15][CH2:16][CH3:17])=[O:18]. Product: CCOP(=O)(OCC)C(CC(C(=O)c1ccccc1)C(=O)c1ccccc1)P(=O)(OCC)OCC. The reactants are C1CNCCN1, COC(=O)c1sc2ncccc2c1N, CN1CCCC1=O, O. Product: Nc1csc2ncccc12. RXN SMILES: [CH2:15]1[NH:16][CH2:17][CH2:18][NH:19][CH2:20]1.[CH3:1][O:2][C:3](=[O:4])[c:5]1[c:6]([NH2:14])[c:7]2[c:8]([n:9][cH:10][cH:11][cH:12]2)[s:13]1.[CH3:21][N:22]1[CH2:23][CH2:24][CH2:25][C:26]1=[O:27].[OH2:28]>>[cH:5]1[c:6]([NH2:14])[c:7]2[c:8]([n:9][cH:10][cH:11][cH:12]2)[s:13]1. The reactants are BrC1=CC=C(C2=C(C=C(C=C12)CBr)OC)OC(C)C (1-bromo-7-bromomethyl-4-isopropoxy-5-methoxy-naphthalene), CCC([BH-](C(CC)C)C(CC)C)C.[Li+] (L-selectride), CCC([BH-](C(CC)C)C(CC)C)C.[Li+] (L-selectride). The solvent is ClCCl (dichloromethane). Conditions: time 2 hour. Yields the product BrC1=CC=C(C2=C(C=C(C=C12)C)OC)OC(C)C (1-Bromo-4-isopropoxy-5-methoxy-7-methylnaphthalene). Isolated yield 97.4%. Reaction SMILES: [Br:1][C:2]1[C:11]2[C:6](=[C:7]([O:14][CH3:15])[CH:8]=[C:9]([CH2:12]Br)[CH:10]=2)[C:5]([O:16][CH:17]([CH3:19])[CH3:18])=[CH:4][CH:3]=1.CCC(C)[BH-](C(C)CC)C(C)CC.[Li+]>ClCCl>[Br:1][C:2]1[C:11]2[C:6](=[C:7]([O:14][CH3:15])[CH:8]=[C:9]([CH3:12])[CH:10]=2)[C:5]([O:16][CH:17]([CH3:19])[CH3:18])=[CH:4][CH:3]=1 |f:1.2|. Reported procedure: To a 0° C. cold solution of 7.60 g (19.6 mmol) 1-bromo-7-bromomethyl-4-isopropoxy-5-methoxy-naphthalene in 150 mL dry dichloromethane, 20.0 mL (20.0 mmol) of a 1M L-selectride-solution was added under Ar. After 2 h, further 2.50 mL (2.50 mmol) 1M L-selectride-solution was added. After that the solvent was removed in vacuo and the residue was filtered over a short silica gel column (petroleum/acetone, 30:1). After removal of the solvent in vacuo, the residue was recrystallized from acetone to giv... The product is NC1=C(C(=NC=N1)NC1CN(C1)C(C=C)=O)C1=CC=C(C=C1)OC1=CC=CC=C1 (1-(3-((6-amino-5-(4-phenoxyphenyl)pyrimidin-4-yl)amino)azetidin-1-yl)prop-2-en-1-one). Reported procedure: 1-(3-((6-amino-5-(4-phenoxyphenyl)pyrimidin-4-yl)amino)azetidin-1-yl)prop-2-en-1-one was prepared from 5,6-dichloropyrimidin-4-amine, tert-butyl 3-aminoazetidine-1-carboxylate, (4-phenoxyphenyl)boronic acid, and acryloyl chloride using methods B, C, D, and F. HPLC: 100%. MS: m/z=388 [M+H]+. 1H-NMR (DMSO-d6) δ 8.33 (s, 1H), 7.45 (t, 2H), 7.30-7.13 (m, 8H), 6.83 (broad s, 1.5H), 6.28 (dd, 1H), 6.08 (d, 1H), 5.66 (d, 1H), 4.90 (m, 1H), 4.44 (t, 1H), 1.12 (q, 2H), 3.87 (m, 1H). As a reaction SMILES: Cl[C:2]1[C:3]([NH2:9])=[N:4][CH:5]=[N:6][C:7]=1Cl.[NH2:10][CH:11]1[CH2:14][N:13]([C:15]([O:17]C(C)(C)C)=O)[CH2:12]1.[O:22]([C:29]1[CH:34]=[CH:33][C:32](B(O)O)=[CH:31][CH:30]=1)[C:23]1[CH:28]=[CH:27][CH:26]=[CH:25][CH:24]=1.[C:38](Cl)(=O)[CH:39]=C>>[NH2:9][C:3]1[N:4]=[CH:5][N:6]=[C:7]([NH:10][CH:11]2[CH2:12][N:13]([C:15](=[O:17])[CH:38]=[CH2:39])[CH2:14]2)[C:2]=1[C:26]1[CH:27]=[CH:28][C:23]([O:22][C:29]2[CH:34]=[CH:33][CH:32]=[CH:31][CH:30]=2)=[CH:24][CH:25]=1. Reactants: ClC=1C(=NC=NC1Cl)N (5,6-dichloropyrimidin-4-amine), NC1CN(C1)C(=O)OC(C)(C)C (tert-butyl 3-aminoazetidine-1-carboxylate), O(C1=CC=CC=C1)C1=CC=C(C=C1)B(O)O ((4-phenoxyphenyl)boronic acid), C(C=C)(=O)Cl (acryloyl chloride).